From a dataset of the Open Reaction Database (ORD), a public repository of structured organic reaction records. describe an organic reaction: reactants, conditions, products, and yield Starting materials: C(C)N(CCOC1=CC=C(C=C1)CN)CC ([4-(2-diethylaminoethoxy)phenyl]methylamine), ClC1=C(C=CC(=C1)C(F)(F)F)C#CC(=O)O ((2-chloro-4-trifluoromethylphenyl)propynoic acid). Solvent: ClCCl.CO (dichloromethane methanol). Product: C(C)N(CCOC1=CC=C(C=C1)CNC(C#CC1=C(C=C(C=C1)C)Cl)=O)CC (3-(2-chloro-4-methylphenyl)propynoic acid-[4-(2-diethylaminoethoxy)phenyl]methylamide). Reaction SMILES: [CH2:1]([N:3]([CH2:15][CH3:16])[CH2:4][CH2:5][O:6][C:7]1[CH:12]=[CH:11][C:10]([CH2:13][NH2:14])=[CH:9][CH:8]=1)[CH3:2].[Cl:17][C:18]1[CH:23]=[C:22]([C:24](F)(F)F)[CH:21]=[CH:20][C:19]=1[C:28]#[C:29][C:30](O)=[O:31]>ClCCl.CO>[CH2:15]([N:3]([CH2:1][CH3:2])[CH2:4][CH2:5][O:6][C:7]1[CH:8]=[CH:9][C:10]([CH2:13][NH:14][C:30](=[O:31])[C:29]#[C:28][C:19]2[CH:20]=[CH:21][C:22]([CH3:24])=[CH:23][C:18]=2[Cl:17])=[CH:11][CH:12]=1)[CH3:16] |f:2.3|. Reported procedure: Prepared analogously to Example 2.3.f. from [4-(2-diethylaminoethoxy)phenyl]methylamine and (2-chloro-4-trifluoromethylphenyl)propynoic acid. Yield: 60 mg (22% of theory); melting point: 135° C.-138° C.; C23H24ClF3N2O2 (M=452.90); calc.: molecular ion peak (M+H)+: 453/455; found: molecular ion peak (M+H)+: 453/455; Rf value: 0.4 (silica gel, dichloromethane/methanol (9:1)). Reactants: C(C)(C)(C)OC(NCCC(C)=O)=O ((3-Oxo-butyl)-carbamic acid tert-butyl ester), NC1=NC=CC=C1C=O (2-amino-3-formylpyridine), [OH-].[K+] (KOH). Solvent: C(C)O (ethanol). Yields the product C(C)(C)(C)OC(NCCC1=NC2=NC=CC=C2C=C1)=O ((2-[1,8]Naphthyridin-2-yl-ethyl)-carbamic acid tert-butyl ester). RXN SMILES: [C:1]([O:5][C:6](=[O:13])[NH:7][CH2:8][CH2:9][C:10](=O)[CH3:11])([CH3:4])([CH3:3])[CH3:2].[NH2:14][C:15]1[C:20]([CH:21]=O)=[CH:19][CH:18]=[CH:17][N:16]=1.[OH-].[K+]>C(O)C>[C:1]([O:5][C:6](=[O:13])[NH:7][CH2:8][CH2:9][C:10]1[CH:11]=[CH:21][C:20]2[C:15](=[N:16][CH:17]=[CH:18][CH:19]=2)[N:14]=1)([CH3:4])([CH3:3])[CH3:2] |f:2.3|. Procedure details: A solution of 10-4 (10 g, 53.4 mmol), 2-amino-3-formylpyridine 1-3 (7.2 g, 64 mmol), 20% aq. KOH (1 mL), and ethanol (200 mL) was heated at reflux for 3 h. Evaporation of the solvents and flash chromatography (silica, 70 CHCl3/28 EtOAc/2 MeOH) gave 10-5 as a solid.